From a dataset of the Open Reaction Database (ORD), a public repository of structured organic reaction records. describe an organic reaction: reactants, conditions, products, and yield The reactants are CCN=C=NCCCN(C)C, CN(C)C=O, CCN(C(C)C)C(C)C, NCC1CN(C(=O)c2ccc(Cl)c(Cl)c2)CCO1, Cl, Cl, Cc1oc(-c2ccc(F)cc2)nc1CC(=O)O, On1nnc2ccccc21. Yields the product Cc1oc(-c2ccc(F)cc2)nc1CC(=O)NCC1CN(C(=O)c2ccc(Cl)c(Cl)c2)CCO1. RXN SMILES: [CH3:29][N:30]([CH3:31])[CH2:32][CH2:33][CH2:34][N:35]=[C:36]=[N:37][CH2:38][CH3:39].[CH3:68][N:69]([CH3:70])[CH:71]=[O:72].[CH:40]([N:41]([CH2:42][CH3:43])[CH:44]([CH3:45])[CH3:46])([CH3:47])[CH3:48].[Cl:50][c:51]1[cH:52][c:53]([C:54](=[O:55])[N:56]2[CH2:57][CH:58]([CH2:62][NH2:63])[O:59][CH2:60][CH2:61]2)[cH:64][cH:65][c:66]1[Cl:67].[ClH:28].[ClH:49].[F:1][c:2]1[cH:3][cH:4][c:5](-[c:8]2[o:9][c:10]([CH3:17])[c:11]([CH2:13][C:14](=[O:15])[OH:16])[n:12]2)[cH:6][cH:7]1.[OH:18][n:19]1[c:20]2[cH:21][cH:22][cH:23][cH:24][c:25]2[n:26][n:27]1>>[F:1][c:2]1[cH:3][cH:4][c:5](-[c:8]2[o:9][c:10]([CH3:17])[c:11]([CH2:13][C:14](=[O:16])[NH:63][CH2:62][CH:58]3[CH2:57][N:56]([C:54]([c:53]4[cH:52][c:51]([Cl:50])[c:66]([Cl:67])[cH:65][cH:64]4)=[O:55])[CH2:61][CH2:60][O:59]3)[n:12]2)[cH:6][cH:7]1. The reactants are Cl.NC=1N=CNC1C(=O)N (4-amino-5-imidazolecarboxamide hydrochloride), Cl.C(C)(=N)N (acetamidine hydrochloride), C(C)(=O)[O-].[Na+] (sodium acetate). The solvent is [OH-].[Na+] (NaOH). Reaction conditions: temperature 190 celsius. Yields the product CC=1NC(C=2NC=NC2N1)=O (2-Methylhypoxanthine). RXN SMILES: Cl.[NH2:2][C:3]1[N:4]=[CH:5][NH:6][C:7]=1[C:8]([NH2:10])=[O:9].Cl.[C:12](N)(=N)[CH3:13].C([O-])(=O)C.[Na+]>[OH-].[Na+]>[CH3:12][C:13]1[NH:10][C:8](=[O:9])[C:7]2[NH:6][CH:5]=[N:4][C:3]=2[N:2]=1 |f:0.1,2.3,4.5,6.7|. Reported procedure: A solid mix of 4-amino-5-imidazolecarboxamide hydrochloride (30.75 mmol, 5 g) and acetamidine hydrochloride (2 eq, 61.5 mmol, 5.8 g) and sodium acetate (3 eq, 92.25 mmol, 7.6 g) were heated at 190° C. for 1 h. To the resultant off-white solid, at RT, NaOH (100 ml) was added and a white ppt was filtered away. The filtrate was acidified to pH 6.0 with AcOH (5 ml) and the resultant ppt filtered away. Both precipitates were dried separately in a vacuum oven at 80° C. for 24 h. The combined weight of... The product is OC1CC(N(C(C1)(C)C)OCON1C(CC(CC1(C)C)O)(C)C)(C)C (Bis(4-hydroxy-2,2,6,6-tetramethylpiperidin-1-yloxy)methane). Reaction SMILES: [OH-].[K+].C([O:11][CH:12]1[CH2:17][C:16]([CH3:19])([CH3:18])[N:15]([O:20][CH2:21][O:22][N:23]2[C:28]([CH3:30])([CH3:29])[CH2:27][CH:26]([O:31]C(=O)C3C=CC=CC=3)[CH2:25][C:24]2([CH3:41])[CH3:40])[C:14]([CH3:43])([CH3:42])[CH2:13]1)(=O)C1C=CC=CC=1>C(O)C>[OH:31][CH:26]1[CH2:27][C:28]([CH3:30])([CH3:29])[N:23]([O:22][CH2:21][O:20][N:15]2[C:14]([CH3:43])([CH3:42])[CH2:13][CH:12]([OH:11])[CH2:17][C:16]2([CH3:19])[CH3:18])[C:24]([CH3:41])([CH3:40])[CH2:25]1 |f:0.1|. Solvent: C(C)O (ethanol). The reactants are [OH-].[K+] (potassium hydroxide), C(C1=CC=CC=C1)(=O)OC1CC(N(C(C1)(C)C)OCON1C(CC(CC1(C)C)OC(C1=CC=CC=C1)=O)(C)C)(C)C (Bis (4-benzoyloxy-2,2,6,6-tetramethylpiperidin-1-yloxy)-methane). Procedure details: The compound is prepared by the basic hydrolysis (potassium hydroxide in ethanol) of the compound prepared in Example 30A. Reactants: [BH4-], CC=CC(c1ccc(C(F)(F)F)cc1)C(COC(=O)C(C)(C)C)C(=O)OC(C)(C)C, CO, ClCCl, [Na+]. Yields the product CC(C)(C)OC(=O)C(COC(=O)C(C)(C)C)C(CO)c1ccc(C(F)(F)F)cc1. As a reaction SMILES: [BH4-:34].[C:1]([C:2]([CH3:3])([CH3:4])[CH3:5])(=[O:6])[O:7][CH2:8][CH:9]([CH:10]([CH:11]=[CH:12][CH3:13])[c:14]1[cH:15][cH:16][c:17]([C:20]([F:21])([F:22])[F:23])[cH:18][cH:19]1)[C:24](=[O:25])[O:26][C:27]([CH3:28])([CH3:29])[CH3:30].[CH3:36][OH:37].[Cl:31][CH2:32][Cl:33].[Na+:35]>>[C:1]([C:2]([CH3:3])([CH3:4])[CH3:5])(=[O:6])[O:7][CH2:8][CH:9]([CH:10]([CH2:11][OH:37])[c:14]1[cH:15][cH:16][c:17]([C:20]([F:21])([F:22])[F:23])[cH:18][cH:19]1)[C:24](=[O:25])[O:26][C:27]([CH3:28])([CH3:29])[CH3:30]. Procedure: Prepared according to Method D step C from 7-chloro-3-(2,4-dimethoxyphenyl)-1-isopropyl-1H-indazole (0.132 g, 0.4 mmol), boron tribromide (0.377 mL, 4.0 mmol) and 1.0 mL of cyclohexene to give the product (0.090 g) as a white solid. Reactants: ClC=1C=CC=C2C(=NN(C12)C(C)C)C1=C(C=C(C=C1)OC)OC (7-chloro-3-(2,4-dimethoxyphenyl)-1-isopropyl-1H-indazole), B(Br)(Br)Br (boron tribromide), C1=CCCCC1 (cyclohexene). Yields the product ClC=1C=CC=C2C(=NN(C12)C(C)C)C1=C(C=C(C=C1)O)O (4-(7-chloro-1-isopropyl-1H-indazol-3-yl)benzene-1.3-diol). Yield: 74.3%. RXN SMILES: [Cl:1][C:2]1[CH:3]=[CH:4][CH:5]=[C:6]2[C:10]=1[N:9]([CH:11]([CH3:13])[CH3:12])[N:8]=[C:7]2[C:14]1[CH:19]=[CH:18][C:17]([O:20]C)=[CH:16][C:15]=1[O:22]C.B(Br)(Br)Br.C1CCCCC=1>>[Cl:1][C:2]1[CH:3]=[CH:4][CH:5]=[C:6]2[C:10]=1[N:9]([CH:11]([CH3:13])[CH3:12])[N:8]=[C:7]2[C:14]1[CH:19]=[CH:18][C:17]([OH:20])=[CH:16][C:15]=1[OH:22]. The reactants are C(C1=CC=CC=C1)OC1=C(C=C(C=C[N+](=O)[O-])C=C1)OC (4-benzyloxy-3-methoxy-β-nitrostyrene), C(C1=CC=CC=C1)OC=1C=C(C=C[N+](=O)[O-])C=CC1OC (3-benzyloxy-4-methoxy-β-nitrostyrene). The product is C(C1=CC=CC=C1)OC1=C(C=C(CCN)C=C1)OC (4-benzyloxy-3-methoxy phenethylamine). RXN SMILES: [CH2:1]([O:8][C:9]1[CH:19]=[CH:18][C:12]([CH:13]=[CH:14][N+:15]([O-])=O)=[CH:11][C:10]=1[O:20][CH3:21])[C:2]1[CH:7]=[CH:6][CH:5]=[CH:4][CH:3]=1.C(OC1C=C(C=CC=1OC)C=C[N+]([O-])=O)C1C=CC=CC=1>>[CH2:1]([O:8][C:9]1[CH:19]=[CH:18][C:12]([CH2:13][CH2:14][NH2:15])=[CH:11][C:10]=1[O:20][CH3:21])[C:2]1[CH:7]=[CH:6][CH:5]=[CH:4][CH:3]=1. Procedure details: Substitution of a like quantity of 4-benzyloxy-3-methoxy-β-nitrostyrene for the 3-benzyloxy-4-methoxy-β-nitrostyrene used above and substantial repetition of the foregoing procedure affords, as an oil, 4-benzyloxy-3-methoxy phenethylamine.